Dataset: the Open Reaction Database (ORD), a public repository of structured organic reaction records. Task: describe an organic reaction: reactants, conditions, products, and yield Reactants: ClC1=CC=C(C=C1)C1=N[C@]2(C=3N(C4=C1C(=C(S4)C)C)C(=NN3)C)[C@@H](C2)C(=O)NCC ((1S,2R)-4′-(4-chlorophenyl)-N-ethyl-2′,3′,9′-trimethylspiro[cyclopropane-1,6′-thieno[3,2-f][1,2,4]triazolo[4,3-a][1,4]diazepine]-2-carboxamide), [Cl-].[NH4+] (ammonium chloride). The product is ClC1=CC=C(C=C1)C1=N[C@]2(C=3N(C4=C1C(=C(S4)C)C)C(=NN3)C)[C@@H](C2)C(=O)N ((1S,2R)-4′-(4-Chlorophenyl)-2′,3′,9′-trimethylspiro[cyclo-propane-1,6′-thieno[3,2-f][1,2,4]triazolo[4,3-a][1,4]diazepine]-2-carboxamide). As a reaction SMILES: [Cl:1][C:2]1[CH:7]=[CH:6][C:5]([C:8]2[C:14]3[C:15]([CH3:19])=[C:16]([CH3:18])[S:17][C:13]=3[N:12]3[C:20]([CH3:23])=[N:21][N:22]=[C:11]3[C@@:10]3([CH2:25][C@H:24]3[C:26]([NH:28]CC)=[O:27])[N:9]=2)=[CH:4][CH:3]=1.[Cl-].[NH4+]>>[Cl:1][C:2]1[CH:3]=[CH:4][C:5]([C:8]2[C:14]3[C:15]([CH3:19])=[C:16]([CH3:18])[S:17][C:13]=3[N:12]3[C:20]([CH3:23])=[N:21][N:22]=[C:11]3[C@@:10]3([CH2:25][C@H:24]3[C:26]([NH2:28])=[O:27])[N:9]=2)=[CH:6][CH:7]=1 |f:1.2|. Procedure: A procedure analogous to that used for Compound 204 was followed, with the exception that ammonium chloride was used instead of ethylamine hydrochloride. LRMS (M+H)+: 412 m/z. 1H NMR (major conformer reported only) (400 MHz, DMSO-d6) δ 7.38-7.54 (m, 4H), 6.83 (br. s., 1H), 6.69 (br. s., 1H), 2.62 (s, 3H), 2.35 (s, 3H), 2.06 (dd, J=5.04, 8.93 Hz, 1H), 1.93 (t, J=6.20 Hz, 1H), 1.81 (t, J=7.80 Hz, 1H), 1.48 (s, 3H).